Dataset: the Open Reaction Database (ORD), a public repository of structured organic reaction records. Task: describe an organic reaction: reactants, conditions, products, and yield Solvent: O (H2O). The yield is 99.9%. Product: O[C@H]1CN(CC1)C1=CC=C(C#N)C=C1 (4-((R)-3-hydroxy-pyrrolidin-1-yl)-benzonitrile). Procedure: Dissolve (R)-pyrrolidin-3-ol (0.08 mL, 1.00 mmol) and 4-fluorobenzonitrile (121 mg, 1.00 mmol) into 1 mL of DMSO. Add K2CO3 (276 mg, 2.00 mmol) and heat the mixture at 120° C. for 16 h. LC-MS analysis indicates the desired intermediate. Add 10 mL of H2O. Filter the precipitate and dry in a Buchner funnel for 1 h to give 188 mg of 4-((R)-3-hydroxy-pyrrolidin-1-yl)-benzonitrile. Reactants: N1C[C@@H](CC1)O ((R)-pyrrolidin-3-ol), FC1=CC=C(C#N)C=C1 (4-fluorobenzonitrile), CS(=O)C (DMSO), C(=O)([O-])[O-].[K+].[K+] (K2CO3), desired intermediate. RXN SMILES: [NH:1]1[CH2:5][CH2:4][C@@H:3]([OH:6])[CH2:2]1.F[C:8]1[CH:15]=[CH:14][C:11]([C:12]#[N:13])=[CH:10][CH:9]=1.CS(C)=O.C([O-])([O-])=O.[K+].[K+]>O>[OH:6][C@@H:3]1[CH2:4][CH2:5][N:1]([C:8]2[CH:15]=[CH:14][C:11]([C:12]#[N:13])=[CH:10][CH:9]=2)[CH2:2]1 |f:3.4.5|. Reactants: CCO, Cc1ccc2c(Cl)ccnc2n1, CC(=O)Nc1ccc(Sc2ccc(OCc3ccc(Br)cc3)cc2N)cc1. Yields the product CC(=O)Nc1ccc(Sc2ccc(OCc3ccc(Br)cc3)cc2Nc2ccnc3nc(C)ccc23)cc1. RXN SMILES: [CH3:40][CH2:41][OH:42].[Cl:1][c:2]1[c:3]2[cH:4][cH:5][c:6]([CH3:12])[n:7][c:8]2[n:9][cH:10][cH:11]1.[NH2:13][c:14]1[c:15]([S:29][c:30]2[cH:31][cH:32][c:33]([NH:36][C:37]([CH3:38])=[O:39])[cH:34][cH:35]2)[cH:16][cH:17][c:18]([O:20][CH2:21][c:22]2[cH:23][cH:24][c:25]([Br:28])[cH:26][cH:27]2)[cH:19]1>>[c:2]1([NH:13][c:14]2[c:15]([S:29][c:30]3[cH:31][cH:32][c:33]([NH:36][C:37]([CH3:38])=[O:39])[cH:34][cH:35]3)[cH:16][cH:17][c:18]([O:20][CH2:21][c:22]3[cH:23][cH:24][c:25]([Br:28])[cH:26][cH:27]3)[cH:19]2)[c:3]2[cH:4][cH:5][c:6]([CH3:12])[n:7][c:8]2[n:9][cH:10][cH:11]1.